describe an organic reaction: reactants, conditions, products, and yield From a dataset of the Open Reaction Database (ORD), a public repository of structured organic reaction records. The reactants are CCC([BH-](C(CC)C)C(CC)C)C.[Li+] (L-selectride), BrC=1C=C(C=CC1C1=CC(N(S1(=O)=O)C(C)(C)C)=O)C[C@@H](C=1N(C(=CN1)C1=CC=CC=C1)COCC[Si](C)(C)C)NC(OC(C)(C)C)=O (tert-butyl [(1S)-2-[3-bromo-4-(2-tert-butyl-1,1-dioxido-3-oxo-2,3-dihydroisothiazol-5-yl)phenyl]-1-(5-phenyl-1-[2-(trimethylsilyl)ethoxy]methyl-1H-imidazol-2-yl)ethyl]carbamate). Run in O1CCCC1 (tetrahydrofuran), O1CCCC1 (tetrahydrofuran). Run at time 5 minute. The product is BrC=1C=C(C=CC1C1CC(N(S1(=O)=O)C(C)(C)C)=O)C[C@@H](C=1N(C(=CN1)C1=CC=CC=C1)COCC[Si](C)(C)C)NC(OC(C)(C)C)=O (tert-Butyl [(1S)-2-[3-bromo-4-(2-tert-butyl-1,1-dioxido-3-oxoisothiazolidin-5-yl)phenyl]-1-(5-phenyl-1-[2-(trimethylsilyl)ethoxy]methyl-1H-imidazol-2-yl)ethyl]carbamate). Isolated yield 92.6%. Reaction SMILES: [Br:1][C:2]1[CH:3]=[C:4]([CH2:20][C@H:21]([NH:41][C:42](=[O:48])[O:43][C:44]([CH3:47])([CH3:46])[CH3:45])[C:22]2[N:23]([CH2:33][O:34][CH2:35][CH2:36][Si:37]([CH3:40])([CH3:39])[CH3:38])[C:24]([C:27]3[CH:32]=[CH:31][CH:30]=[CH:29][CH:28]=3)=[CH:25][N:26]=2)[CH:5]=[CH:6][C:7]=1[C:8]1[S:12](=[O:14])(=[O:13])[N:11]([C:15]([CH3:18])([CH3:17])[CH3:16])[C:10](=[O:19])[CH:9]=1.CCC(C)[BH-](C(C)CC)C(C)CC.[Li+]>O1CCCC1>[Br:1][C:2]1[CH:3]=[C:4]([CH2:20][C@H:21]([NH:41][C:42](=[O:48])[O:43][C:44]([CH3:47])([CH3:46])[CH3:45])[C:22]2[N:23]([CH2:33][O:34][CH2:35][CH2:36][Si:37]([CH3:39])([CH3:38])[CH3:40])[C:24]([C:27]3[CH:28]=[CH:29][CH:30]=[CH:31][CH:32]=3)=[CH:25][N:26]=2)[CH:5]=[CH:6][C:7]=1[CH:8]1[S:12](=[O:13])(=[O:14])[N:11]([C:15]([CH3:16])([CH3:17])[CH3:18])[C:10](=[O:19])[CH2:9]1 |f:1.2|. Procedure: A solution of tert-butyl [(1S)-2-[3-bromo-4-(2-tert-butyl-1,1-dioxido-3-oxo-2,3-dihydroisothiazol-5-yl)phenyl]-1-(5-phenyl-1-[2-(trimethylsilyl)ethoxy]methyl-1H-imidazol-2-yl)ethyl]carbamate (70 mg, 92.1 μmol) and tetrahydrofuran (20 mL) was stirred at −78° C. After stirring for 5 min, 1.0 M L-selectride in tetrahydrofuran (92 μL) was added dropwise. The reaction was quenched with glacial acetic acid (0.7 mL). The reaction was diluted with water and extracted with ethyl acetate three times, drie...